From a dataset of the Open Reaction Database (ORD), a public repository of structured organic reaction records. describe an organic reaction: reactants, conditions, products, and yield The reactants are NC1=CC=C(OC2=NC=CC=C2C2CCN(CC2)C(C)=O)C=C1 (1-(4-(2-(4-aminophenoxy)pyridin-3-yl)piperidin-1-yl)ethanone), ClC1=NC=C(C=C1)C (2-chloro-5-methylpyridine), C1(CCCCC1)P(C1=C(C=CC=C1)C1=C(C=CC=C1)C)C1CCCCC1 (2-(dicyclohexylphosphino)-2′-methylbiphenyl), CC(C)([O-])C.[Na+] (sodium tert-butoxide). The reagents and catalysts are C=1C=CC(=CC1)/C=C/C(=O)/C=C/C2=CC=CC=C2.C=1C=CC(=CC1)/C=C/C(=O)/C=C/C2=CC=CC=C2.C=1C=CC(=CC1)/C=C/C(=O)/C=C/C2=CC=CC=C2.[Pd].[Pd] (tris(dibenzylideneacetone)dipalladium(0)). Run in C(Cl)Cl (CH2Cl2), C1(=CC=CC=C1)C (toluene). Conditions: temperature 100 celsius, time 16 hour. The product is CC=1C=CC(=NC1)NC1=CC=C(OC2=NC=CC=C2C2CCN(CC2)C(C)=O)C=C1 (1-(4-(2-(4-(5-METHYLPYRIDIN-2-YLAMINO)PHENOXY)PYRIDIN-3-YL)PIPERIDIN-1-YL)ETHANONE). Reaction SMILES: [NH2:1][C:2]1[CH:23]=[CH:22][C:5]([O:6][C:7]2[C:12]([CH:13]3[CH2:18][CH2:17][N:16]([C:19](=[O:21])[CH3:20])[CH2:15][CH2:14]3)=[CH:11][CH:10]=[CH:9][N:8]=2)=[CH:4][CH:3]=1.Cl[C:25]1[CH:30]=[CH:29][C:28]([CH3:31])=[CH:27][N:26]=1.C1(P(C2CCCCC2)C2C=CC=CC=2C2C=CC=CC=2C)CCCCC1.CC(C)([O-])C.[Na+]>C(Cl)Cl.C1C=CC(/C=C/C(/C=C/C2C=CC=CC=2)=O)=CC=1.C1C=CC(/C=C/C(/C=C/C2C=CC=CC=2)=O)=CC=1.C1C=CC(/C=C/C(/C=C/C2C=CC=CC=2)=O)=CC=1.[Pd].[Pd].C1(C)C=CC=CC=1>[CH3:31][C:28]1[CH:29]=[CH:30][C:25]([NH:1][C:2]2[CH:3]=[CH:4][C:5]([O:6][C:7]3[C:12]([CH:13]4[CH2:18][CH2:17][N:16]([C:19](=[O:21])[CH3:20])[CH2:15][CH2:14]4)=[CH:11][CH:10]=[CH:9][N:8]=3)=[CH:22][CH:23]=2)=[N:26][CH:27]=1 |f:3.4,6.7.8.9.10|. Reported procedure: Into a sealed tube were added 1-(4-(2-(4-aminophenoxy)pyridin-3-yl)piperidin-1-yl)ethanone (0.11 g, 0.37 mmol), 2-chloro-5-methylpyridine (0.043 g, 0.33 mmol), tris(dibenzylideneacetone)dipalladium(0) (0.019 g, 0.02 mmol), 2-(dicyclohexylphosphino)-2′-methylbiphenyl (0.012 g, 0.034 mmol), sodium tert-butoxide (0.097 g, 1.01 mmol), and toluene (1.6 mL). After the mixture was degassed for 5 min, the reaction was stirred at 100° C. for 16 h. The cooled reaction was diluted with CH2Cl2 and washed wi...